Dataset: the Open Reaction Database (ORD), a public repository of structured organic reaction records. Task: describe an organic reaction: reactants, conditions, products, and yield Reactants: ClC=1C=C(CN)C=CC1Cl (3,4-dichlorobenzylamine), ClC=1C2=C(N=C(N1)C1=NC=CC=C1)SC(=C2)Cl (4-chloro-2-(pyridin-2-yl)-6-chloro-thieno-[2,3-d]-pyrimidine). Product: N1=C(C=CC=C1)C=1N=C(C2=C(N1)SC(=C2)Cl)NCC2=CC(=C(C=C2)Cl)Cl (2-(pyridin-2-yl)-4-(3,4-dichlorobenzylamino)-6-chloro-thieno-[2,3-d]-pyrimidine). RXN SMILES: [Cl:1][C:2]1[CH:3]=[C:4]([CH:7]=[CH:8][C:9]=1[Cl:10])[CH2:5][NH2:6].Cl[C:12]1[C:13]2[CH:26]=[C:25]([Cl:27])[S:24][C:14]=2[N:15]=[C:16]([C:18]2[CH:23]=[CH:22][CH:21]=[CH:20][N:19]=2)[N:17]=1>>[N:19]1[CH:20]=[CH:21][CH:22]=[CH:23][C:18]=1[C:16]1[N:17]=[C:12]([NH:6][CH2:5][C:4]2[CH:7]=[CH:8][C:9]([Cl:10])=[C:2]([Cl:1])[CH:3]=2)[C:13]2[CH:26]=[C:25]([Cl:27])[S:24][C:14]=2[N:15]=1. Procedure details: With the procedure of Example 1, the reaction of 3,4-dichlorobenzylamine with 4-chloro-2-(pyridin-2-yl)-6-chloro-thieno-[2,3-d]-pyrimidine yields 2-(pyridin-2-yl)-4-(3,4-dichlorobenzylamino)-6-chloro-thieno-[2,3-d]-pyrimidine. Reactants: O=C1C=CCCC1, Cl, [Na], O, O=S(O)c1ccccc1. Yields the product O=C1CCCC(S(=O)(=O)c2ccccc2)C1. Reaction SMILES: [C:11]1(=[O:17])[CH:12]=[CH:13][CH2:14][CH2:15][CH2:16]1.[ClH:18].[Na:1].[OH2:19].[c:2]1([S:8](=[O:9])[OH:10])[cH:3][cH:4][cH:5][cH:6][cH:7]1>>[c:2]1([S:8](=[O:9])(=[O:10])[CH:13]2[CH2:12][C:11](=[O:17])[CH2:16][CH2:15][CH2:14]2)[cH:3][cH:4][cH:5][cH:6][cH:7]1. The reagents and catalysts are [Pd] (Pd/C). Reported procedure: A solution of 2-nitro-4-(trifluoromethyl)phenol (100 mg, 0.483 mmol) in ethanol (10 mL) was pumped through an H-cube™ hydrogenator CatCart (Pd/C, 30×4 mm) at a flow rate of 1 mL/min at 40° C. and 40 psi, topping up the solution with methanol (10×1 mL) when it was running low. The collected solution was evaporated to dryness to give an off-white solid (88 mg, assume quantitative yield). The material was carried forward without further purification. The reactants are [N+](=O)([O-])C1=C(C=CC(=C1)C(F)(F)F)O (2-nitro-4-(trifluoromethyl)phenol), CO (methanol). As a reaction SMILES: [N+:1]([C:4]1[CH:9]=[C:8]([C:10]([F:13])([F:12])[F:11])[CH:7]=[CH:6][C:5]=1[OH:14])([O-])=O.CO>C(O)C.[Pd]>[NH2:1][C:4]1[CH:9]=[C:8]([C:10]([F:11])([F:12])[F:13])[CH:7]=[CH:6][C:5]=1[OH:14]. Product: NC1=C(C=CC(=C1)C(F)(F)F)O (2-Amino-4-(trifluoromethyl)phenol). Run in C(C)O (ethanol). Starting materials: CCc1ccc2c(c1)N(CC1CNCCO1)c1ccccc1CC2, O=CO, Cl. Product: CCc1ccc2c(c1)N(CC1CN(C)CCO1)c1ccccc1CC2. As a reaction SMILES: [CH2:1]([CH3:2])[c:3]1[cH:4][cH:5][c:6]2[c:7]([cH:24]1)[N:8]([CH2:17][CH:18]1[O:19][CH2:20][CH2:21][NH:22][CH2:23]1)[c:9]1[c:10]([cH:13][cH:14][cH:15][cH:16]1)[CH2:11][CH2:12]2.[CH:26]([OH:27])=[O:28].[ClH:25]>>[CH2:1]([CH3:2])[c:3]1[cH:4][cH:5][c:6]2[c:7]([cH:24]1)[N:8]([CH2:17][CH:18]1[O:19][CH2:20][CH2:21][N:22]([CH3:26])[CH2:23]1)[c:9]1[c:10]([cH:13][cH:14][cH:15][cH:16]1)[CH2:11][CH2:12]2. Reactants: BrCC=1C=C(C#N)C=CC1F (3-(bromomethyl)-4-fluorobenzonitrile), BrC1=NC(=CC=C1)Br (2,6-dibromo pyridine). The reagents and catalysts are C=1C=CC(=CC1)[P](C=2C=CC=CC2)(C=3C=CC=CC3)[Pd]([P](C=4C=CC=CC4)(C=5C=CC=CC5)C=6C=CC=CC6)([P](C=7C=CC=CC7)(C=8C=CC=CC8)C=9C=CC=CC9)[P](C=1C=CC=CC1)(C=1C=CC=CC1)C=1C=CC=CC1 (tetrakis(triphenylphosphine)palladium), [Zn].C1CCOC1 (Zn THF). Solvent: C1CCOC1 (THF). Conditions: temperature 0 celsius, time 45 minute. Product: BrC1=CC=CC(=N1)CC=1C=C(C#N)C=CC1F (3-[(6-bromopyridin-2-yl)methyl]-4-fluorobenzonitrile). The yield is 34.4%. Reaction SMILES: Br[CH2:2][C:3]1[CH:4]=[C:5]([CH:8]=[CH:9][C:10]=1[F:11])[C:6]#[N:7].[Br:12][C:13]1[CH:18]=[CH:17][CH:16]=[C:15](Br)[N:14]=1>C1COCC1.[Zn].C1COCC1.C1C=CC([P]([Pd]([P](C2C=CC=CC=2)(C2C=CC=CC=2)C2C=CC=CC=2)([P](C2C=CC=CC=2)(C2C=CC=CC=2)C2C=CC=CC=2)[P](C2C=CC=CC=2)(C2C=CC=CC=2)C2C=CC=CC=2)(C2C=CC=CC=2)C2C=CC=CC=2)=CC=1>[Br:12][C:13]1[N:14]=[C:15]([CH2:2][C:3]2[CH:4]=[C:5]([CH:8]=[CH:9][C:10]=2[F:11])[C:6]#[N:7])[CH:16]=[CH:17][CH:18]=1 |f:3.4,^1:34,36,55,74|. Procedure: A solution of 3-(bromomethyl)-4-fluorobenzonitrile (from Step A above, 17.7 g, 83.3 mmol) in THF was cooled to 0° C. and then 160 mL of Zn/THF solution (124.4 mmol) was added. After stirring at 0° C. for 45 minutes, the reaction was stirred at ambient temperature for an additional 20 minutes. To this reaction mixture was added 2,6-dibromo pyridine (19.73 g, 83.3 mmol) and tetrakis(triphenylphosphine)palladium (5.00 g, 4.30 mmol), and heated to 90° C. for 1.5 hours until the reaction was complete... Starting materials: C(#N)[BH3-].[Na+] (Sodium cyanoborohydride), C(C(=O)[C@H]([C@@H]([C@H](C=O)O)O)O)O (5-keto-D-glucose), C(C1=CC=CC=C1)(C1=CC=CC=C1)N (benzhydrylamine), C(C)(=O)O (acetic acid). The solvent is CO (methanol), CO (methanol). Conditions: temperature -78 celsius, time 2 hour. Yields the product C1[C@@H]([C@H]([C@@H]([C@H](N1C(C2=CC=CC=C2)C3=CC=CC=C3)CO)O)O)O (N-Benzhydryl-1-deoxynojirimycin). Isolated yield 68.5%. RXN SMILES: [CH2:1]([OH:12])[C:2]([C@@H:4]([OH:11])[C@H:5]([OH:10])[C@@H:6]([OH:9])[CH:7]=O)=O.[CH:13]([NH2:26])([C:20]1[CH:25]=[CH:24][CH:23]=[CH:22][CH:21]=1)[C:14]1[CH:19]=[CH:18][CH:17]=[CH:16][CH:15]=1.C(O)(=O)C.C([BH3-])#N.[Na+]>CO>[CH2:7]1[N:26]([CH:13]([C:14]2[CH:19]=[CH:18][CH:17]=[CH:16][CH:15]=2)[C:20]2[CH:25]=[CH:24][CH:23]=[CH:22][CH:21]=2)[C@H:2]([CH2:1][OH:12])[C@@H:4]([OH:11])[C@H:5]([OH:10])[C@H:6]1[OH:9] |f:3.4|. Reported procedure: To a -78° C. solution of 5-keto-D-glucose (Formula V, 4.00 g, 0.0225 mol) in 100 mL of methanol was added a cooled solution (-78° C.) of benzhydrylamine (3.29 g, 0.018 mol) and acetic acid (1.08 g, 0.018 mol) in 100 mL of methanol. Sodium cyanoborohydride (2.82 g, 0.0449 mole) was added, and the mixture was stirred at -78° C. for 2 h and then slowly warmed to ambient temperature. After 18 h, the solution was concentrated, saturated aqueous sodium carbonate was added, and the product was extracte... Starting materials: resultant mixture, BrC1=CC=CC(=N1)NC(OC(C)(C)C)=O (tert-butyl 6-bromo-pyridin-2-ylcarbamate), [H-].[Na+] (NaH), CC1=CC=C(C=C1)S(=O)(=O)OCC1(CCOCC1)OC ((4-methoxytetrahydro-2H-pyran-4-yl)methyl 4-methylbenzenesulfonate), CC1=CC=C(C=C1)S(=O)(=O)OCC1(CCOCC1)OC ((4-methoxytetrahydro-2H-pyran-4-yl)methyl 4-methylbenzenesulfonate). Run in C(C)(=O)OCC (ethyl acetate), CN(C)C=O (DMF), CN(C)C=O (DMF). The product is BrC1=CC=CC(=N1)N(C(OC(C)(C)C)=O)CC1(CCOCC1)OC (tert-butyl 6-bromopyridin-2-yl((4-methoxytetrahydro-2H-pyran-4-yl)methyl)carbamate). Yield: 45.9%. Reaction SMILES: [Br:1][C:2]1[N:7]=[C:6]([NH:8][C:9](=[O:15])[O:10][C:11]([CH3:14])([CH3:13])[CH3:12])[CH:5]=[CH:4][CH:3]=1.[H-].[Na+].CC1C=CC(S(O[CH2:29][C:30]2([O:36][CH3:37])[CH2:35][CH2:34][O:33][CH2:32][CH2:31]2)(=O)=O)=CC=1>CN(C=O)C.C(OCC)(=O)C>[Br:1][C:2]1[N:7]=[C:6]([N:8]([CH2:29][C:30]2([O:36][CH3:37])[CH2:35][CH2:34][O:33][CH2:32][CH2:31]2)[C:9](=[O:15])[O:10][C:11]([CH3:12])([CH3:14])[CH3:13])[CH:5]=[CH:4][CH:3]=1 |f:1.2|. Reported procedure: To a solution of tert-butyl 6-bromo-pyridin-2-ylcarbamate (136 mg, 0.50 mmol) in DMF (2 ml) under nitrogen was added NaH (60%, 40 mg, 1.0 mmol) under stirring. The resultant mixture was stirred at room temperature for one hour. A solution of (4-methoxytetrahydro-2H-pyran-4-yl)methyl 4-methylbenzenesulfonate (Intermediate 0, 152 mg, 0.506 mmol) in DMF (1.5 ml) was then added. The resulting mixture was then stirred at 85° C. for about 18 hours. The mixture was diluted with 30 ml of ethyl acetate, ...